From a dataset of the Open Reaction Database (ORD), a public repository of structured organic reaction records. describe an organic reaction: reactants, conditions, products, and yield Reactants: C[Mg]I (methyl magnesium iodide), ClC1=CC2=C(OC(OC2)(C)C)C(=C1)C(=O)C=1N=CN(C1)C(C1=CC=CC=C1)(C1=CC=CC=C1)C1=CC=CC=C1 ((6-chloro-2,2-dimethyl-4H-1,3-benzodioxin-8-yl)(1-triphenylmethyl-1H-imidazol-4-yl)ketone). Yields the product ClC1=CC2=C(OC(OC2)(C)C)C(=C1)C(O)(C=1N=CN(C1)C(C1=CC=CC=C1)(C1=CC=CC=C1)C1=CC=CC=C1)C (alpha-(6-Chloro-2,2-dimethyl-4H-1,3-benzodioxin-8-yl)-alpha-methyl-1-triphenylmethyl-1H-imidazole-4-methanol). Isolated yield 80.0%. RXN SMILES: [CH3:1][Mg]I.[Cl:4][C:5]1[CH:16]=[C:15]([C:17]([C:19]2[N:20]=[CH:21][N:22]([C:24]([C:37]3[CH:42]=[CH:41][CH:40]=[CH:39][CH:38]=3)([C:31]3[CH:36]=[CH:35][CH:34]=[CH:33][CH:32]=3)[C:25]3[CH:30]=[CH:29][CH:28]=[CH:27][CH:26]=3)[CH:23]=2)=[O:18])[C:8]2[O:9][C:10]([CH3:14])([CH3:13])[O:11][CH2:12][C:7]=2[CH:6]=1>>[Cl:4][C:5]1[CH:16]=[C:15]([C:17]([CH3:1])([C:19]2[N:20]=[CH:21][N:22]([C:24]([C:31]3[CH:32]=[CH:33][CH:34]=[CH:35][CH:36]=3)([C:37]3[CH:42]=[CH:41][CH:40]=[CH:39][CH:38]=3)[C:25]3[CH:30]=[CH:29][CH:28]=[CH:27][CH:26]=3)[CH:23]=2)[OH:18])[C:8]2[O:9][C:10]([CH3:13])([CH3:14])[O:11][CH2:12][C:7]=2[CH:6]=1. Reported procedure: This compound is prepared like the preceding compound starting from methyl magnesium iodide and (6-chloro-2,2-dimethyl-4H-1,3-benzodioxin-8-yl)(1-triphenylmethyl-1H-imidazol-4-yl)ketone. The residue obtained after evaporation of the dichloromethane crystallizes when stirred in diethyl ether. Yield: 80% of theory; M.P.: 182°-184° C. (recrystallized from ethyl acetate). Starting materials: C(C1=CC=CC=C1)S(=O)(=O)C1=NC=C2C(=N1)N(C(N(C2)C2=C(C=CC=C2)Cl)=O)CC(F)(F)F (7-Benzylsulfonyl-3-(2-chlorophenyl)-1-(2,2,2-trifluoroethyl)-3,4-dihydropyrimido[4,5-d]pyrimidin-2(1H)-one), N[C@@H]1CC[C@H](CC1)O (trans-4-aminocyclohexanol). The solvent is CN1C(CCC1)=O (1-methyl-2-pyrrolidinone). Conditions: temperature 110 celsius, time 20 minute. Yields the product ClC1=C(C=CC=C1)N1C(N(C2=NC(=NC=C2C1)N[C@@H]1CC[C@H](CC1)O)CC(F)(F)F)=O (3-(2-chlorophenyl)-7-(trans4-hydroxycyclohexylamino)-1-(2,2,2-trifluoroethyl)-3,4-dihydropyrimido[4,5-d]pyrimidin-2(1H)-one). The yield is 56.3%. Reaction SMILES: C(S([C:11]1[N:16]=[C:15]2[N:17]([CH2:29][C:30]([F:33])([F:32])[F:31])[C:18](=[O:28])[N:19]([C:21]3[CH:26]=[CH:25][CH:24]=[CH:23][C:22]=3[Cl:27])[CH2:20][C:14]2=[CH:13][N:12]=1)(=O)=O)C1C=CC=CC=1.[NH2:34][C@H:35]1[CH2:40][CH2:39][C@H:38]([OH:41])[CH2:37][CH2:36]1>CN1CCCC1=O>[Cl:27][C:22]1[CH:23]=[CH:24][CH:25]=[CH:26][C:21]=1[N:19]1[CH2:20][C:14]2[C:15](=[N:16][C:11]([NH:34][C@H:35]3[CH2:40][CH2:39][C@H:38]([OH:41])[CH2:37][CH2:36]3)=[N:12][CH:13]=2)[N:17]([CH2:29][C:30]([F:32])([F:31])[F:33])[C:18]1=[O:28]. Procedure details: 7-Benzylsulfonyl-3-(2-chlorophenyl)-1-(2,2,2-trifluoroethyl)-3,4-dihydropyrimido[4,5-d]pyrimidin-2(1H)-one (300 mg, 0.604 mmol), trans-4-aminocyclohexanol (208 mg, 3 equivalents) and 1-methyl-2-pyrrolidinone (0.3 mL) were heated with stirring at 110° C. for 20 minutes, at which time it was cooled to room temperature. The residue was purified using preparative thin layer chromatography using ethyl acetate as eluant, to give 155 mg of 3-(2-chlorophenyl)-7-(trans4-hydroxycyclohexylamino)-1-(2,2,2-t...